Task: describe an organic reaction: reactants, conditions, products, and yield. Dataset: the Open Reaction Database (ORD), a public repository of structured organic reaction records Reactants: O (water), BrC[C@H](CO[Si](C1=CC=CC=C1)(C1=CC=CC=C1)C(C)(C)C)C ({[(2S)-3-bromo-2-methylpropyl]oxy}(tert-butyl)diphenylsilane), C([O-])([O-])=O.[Cs+].[Cs+] (cesium carbonate), CC1=CC(=C(OCC2=CC=C(C(=O)OC)C=C2)C=C1C)NS(=O)(=O)C1=NC=CC=C1 (methyl 4-({4,5-dimethyl-2-[(pyridin-2-ylsulfonyl)amino]phenoxy}methyl)benzoate). Run in CN(C)C=O (DMF). Run at time 4 hour. The product is [Si](C1=CC=CC=C1)(C1=CC=CC=C1)(C(C)(C)C)OC[C@@H](CN(C1=C(OCC2=CC=C(C(=O)OC)C=C2)C=C(C(=C1)C1=CC=CC=C1)C1=CC=CC=C1)S(=O)(=O)C1=NC=CC=C1)C (methyl 4-[(2-{[(2R)-3-{[tert-butyl(diphenyl)silyl]oxy}-2-methylpropyl](pyridin-2-ylsulfonyl)amino}-4,5-diphenylphenoxy)methyl]benzoate). Yield: 139.6%. As a reaction SMILES: [CH3:1][C:2]1[C:19]([CH3:20])=[CH:18][C:5]([O:6][CH2:7][C:8]2[CH:17]=[CH:16][C:11]([C:12]([O:14][CH3:15])=[O:13])=[CH:10][CH:9]=2)=[C:4]([NH:21][S:22]([C:25]2[CH:30]=[CH:29][CH:28]=[CH:27][N:26]=2)(=[O:24])=[O:23])[CH:3]=1.Br[CH2:32][C@@H:33]([CH3:53])[CH2:34][O:35][Si:36]([C:49]([CH3:52])([CH3:51])[CH3:50])([C:43]1[CH:48]=[CH:47][CH:46]=[CH:45][CH:44]=1)[C:37]1[CH:42]=[CH:41][CH:40]=[CH:39][CH:38]=1.C(=O)([O-])[O-].[Cs+].[Cs+].O>CN(C=O)C>[Si:36]([O:35][CH2:34][C@H:33]([CH3:53])[CH2:32][N:21]([S:22]([C:25]1[CH:30]=[CH:29][CH:28]=[CH:27][N:26]=1)(=[O:23])=[O:24])[C:4]1[CH:3]=[C:2]([C:1]2[CH:18]=[CH:19][CH:2]=[CH:3][CH:4]=2)[C:19]([C:20]2[CH:16]=[CH:17][CH:8]=[CH:9][CH:10]=2)=[CH:18][C:5]=1[O:6][CH2:7][C:8]1[CH:9]=[CH:10][C:11]([C:12]([O:14][CH3:15])=[O:13])=[CH:16][CH:17]=1)([C:49]([CH3:52])([CH3:51])[CH3:50])([C:43]1[CH:48]=[CH:47][CH:46]=[CH:45][CH:44]=1)[C:37]1[CH:42]=[CH:41][CH:40]=[CH:39][CH:38]=1 |f:2.3.4|. Procedure details: 596 mg of methyl 4-({4,5-dimethyl-2-[(pyridin-2-ylsulfonyl)amino]phenoxy}methyl)benzoate was dissolved in 5.96 mL of DMF, and 820 mg of {[(2S)-3-bromo-2-methylpropyl]oxy}(tert-butyl)diphenylsilane and 1.37 g of cesium carbonate were added thereto, followed by stiffing at 80° C. for 4 hours. To the reaction liquid was added water, followed by extraction with ethyl acetate. The organic layer was washed with water and saturated brine, and then dried over anhydrous sodium sulfate. The solvent was ev...